From a dataset of the Open Reaction Database (ORD), a public repository of structured organic reaction records. describe an organic reaction: reactants, conditions, products, and yield The reactants are O1C(CCCC1)OC1CCC(CC1)OC=1C=C2C=NNC2=CC1 (5-{[4-(tetrahydro-2H-pyran-2-yloxy)cyclohexyl]oxy}-1H-indazole), N1N=CC2=CC(=CC=C12)OC1CCC(CC1)O (4-(1H-indazol-5-yloxy)cyclohexanol). The product is N1N=CC2=CC(=CC=C12)O[C@@H]1C[C@H](CCC1)N (trans-3-(1H-indazol-5-yloxy)cyclohexanamine). RXN SMILES: O1CCCCC1O[CH:8]1[CH2:13][CH2:12][CH:11]([O:14][C:15]2[CH:16]=[C:17]3[C:21](=[CH:22][CH:23]=2)[NH:20][N:19]=[CH:18]3)[CH2:10][CH2:9]1.[NH:24]1C2C(=CC(OC3CCC(O)CC3)=CC=2)C=N1>>[NH:20]1[C:21]2[C:17](=[CH:16][C:15]([O:14][C@H:11]3[CH2:12][CH2:13][CH2:8][C@H:9]([NH2:24])[CH2:10]3)=[CH:23][CH:22]=2)[CH:18]=[N:19]1. Procedure: The following compound of Example 384 was synthesized by carrying out reactions according to the methods described in Example 372, (b) and Example 381, except for using the cis-2-(4-hydroxycyclohexyl)-1H-isoindole-1,3(2H)-dione obtained in Example 323, (c), as a starting material.